From a dataset of the Open Reaction Database (ORD), a public repository of structured organic reaction records. describe an organic reaction: reactants, conditions, products, and yield Starting materials: [Br-], CCCCCC1CCC(C=O)CC1, c1ccc([P+](CCCc2ccc(OC3CCCCO3)cc2)(c2ccccc2)c2ccccc2)cc1, C1CCOC1, O. The product is CCCCCC1CCC(C=CCCc2ccc(OC3CCCCO3)cc2)CC1. Reaction SMILES: [Br-:1].[CH2:37]([CH2:38][CH2:39][CH2:40][CH3:41])[CH:42]1[CH2:43][CH2:44][CH:45]([CH:48]=[O:49])[CH2:46][CH2:47]1.[O:2]1[CH:3]([O:8][c:9]2[cH:10][cH:11][c:12]([CH2:15][CH2:16][CH2:17][P+:18]([c:19]3[cH:20][cH:21][cH:22][cH:23][cH:24]3)([c:25]3[cH:26][cH:27][cH:28][cH:29][cH:30]3)[c:31]3[cH:32][cH:33][cH:34][cH:35][cH:36]3)[cH:13][cH:14]2)[CH2:4][CH2:5][CH2:6][CH2:7]1.[O:50]1[CH2:51][CH2:52][CH2:53][CH2:54]1.[OH2:55]>>[O:2]1[CH:3]([O:8][c:9]2[cH:10][cH:11][c:12]([CH2:15][CH2:16][CH:17]=[CH:48][CH:45]3[CH2:44][CH2:43][CH:42]([CH2:37][CH2:38][CH2:39][CH2:40][CH3:41])[CH2:47][CH2:46]3)[cH:13][cH:14]2)[CH2:4][CH2:5][CH2:6][CH2:7]1. The reactants are CCCC[N+](CCCC)(CCCC)CCCC, C1CCOC1, C, Cl, [F-], Nc1ccccc1C(=O)c1ncc(Cl)cc1NS(=O)(=O)c1ccc(Cl)c(C(F)(F)F)c1, O=S(=O)(Cl)Cl, c1ccncc1. The product is CS(=O)(=O)Nc1ccccc1C(=O)c1ncc(Cl)cc1NS(=O)(=O)c1ccc(Cl)c(C(F)(F)F)c1. Reaction SMILES: [CH2:40]([N+:41]([CH2:42][CH2:43][CH2:44][CH3:45])([CH2:46][CH2:47][CH2:48][CH3:49])[CH2:50][CH2:51][CH2:52][CH3:53])[CH2:54][CH2:55][CH3:56].[CH2:63]1[O:64][CH2:65][CH2:66][CH2:67]1.[CH4:37].[ClH:38].[F-:39].[NH2:1][c:2]1[c:3]([C:4](=[O:5])[c:6]2[n:7][cH:8][c:9]([Cl:27])[cH:10][c:11]2[NH:12][S:13](=[O:14])(=[O:15])[c:16]2[cH:17][c:18]([C:23]([F:24])([F:25])[F:26])[c:19]([Cl:22])[cH:20][cH:21]2)[cH:28][cH:29][cH:30][cH:31]1.[S:32](=[O:33])(=[O:34])([Cl:35])[Cl:36].[cH:57]1[cH:58][cH:59][n:60][cH:61][cH:62]1>>[NH:1]([c:2]1[c:3]([C:4](=[O:5])[c:6]2[n:7][cH:8][c:9]([Cl:27])[cH:10][c:11]2[NH:12][S:13](=[O:14])(=[O:15])[c:16]2[cH:17][c:18]([C:23]([F:24])([F:25])[F:26])[c:19]([Cl:22])[cH:20][cH:21]2)[cH:28][cH:29][cH:30][cH:31]1)[S:32](=[O:33])(=[O:34])[CH3:40].